describe an organic reaction: reactants, conditions, products, and yield From a dataset of the Open Reaction Database (ORD), a public repository of structured organic reaction records. Reactants: [P] (phosphorus), C([O-])(O)=O.[Na+] (sodium bicarbonate), P(Cl)(Cl)(Cl)(Cl)Cl (phosphorus pentachloride), C1(=CC=CC=C1)CC(=O)NC1[C@@H]2N(C(=C(CS2)OS(=O)(=O)C2=CC=C(C)C=C2)C(=O)OC(C2=CC=CC=C2)C2=CC=CC=C2)C1=O (benzhydryl 7-phenylacetamido-3-tosyloxy-3-cephem-4-carboxylate). Run in C(Cl)Cl (methylene chloride), N1=CC=CC=C1 (pyridine), CO (methanol). The product is NC1[C@@H]2N(C(=C(CS2)OS(=O)(=O)C2=CC=C(C)C=C2)C(=O)OC(C2=CC=CC=C2)C2=CC=CC=C2)C1=O (benzhydryl 7-amino-3-tosyloxy-3-cephem-4-carboxylate). Isolated yield 88.0%. RXN SMILES: [P].P(Cl)(Cl)(Cl)(Cl)Cl.C1(CC([NH:17][CH:18]2[C:52](=[O:53])[N:20]3[C:21]([C:36]([O:38][CH:39]([C:46]4[CH:51]=[CH:50][CH:49]=[CH:48][CH:47]=4)[C:40]4[CH:45]=[CH:44][CH:43]=[CH:42][CH:41]=4)=[O:37])=[C:22]([O:25][S:26]([C:29]4[CH:35]=[CH:34][C:32]([CH3:33])=[CH:31][CH:30]=4)(=[O:28])=[O:27])[CH2:23][S:24][C@H:19]23)=O)C=CC=CC=1.C(=O)(O)[O-].[Na+]>C(Cl)Cl.CO.N1C=CC=CC=1>[NH2:17][CH:18]1[C:52](=[O:53])[N:20]2[C:21]([C:36]([O:38][CH:39]([C:40]3[CH:41]=[CH:42][CH:43]=[CH:44][CH:45]=3)[C:46]3[CH:51]=[CH:50][CH:49]=[CH:48][CH:47]=3)=[O:37])=[C:22]([O:25][S:26]([C:29]3[CH:35]=[CH:34][C:32]([CH3:33])=[CH:31][CH:30]=3)(=[O:27])=[O:28])[CH2:23][S:24][C@H:19]12 |f:3.4|. Procedure details: To a suspension of phosphorus pentachloridepyridine complex prepared from phosphorus pentachloride (2.05 g) and pyridine (0.8 ml) in methylene chloride (40 ml) was added benzhydryl 7-phenylacetamido-3-tosyloxy-3-cephem-4-carboxylate (4.3 g) under ice-cooling with stirring. The mixture was stirred at the same temperature for 30 minutes and cooled in a dry ice-acetone bath. To the solution was added methanol (6 ml) at -30° C. and the mixed solution was stirred at -10° to -5° C. for an hour. The re... Starting materials: COCCOC(=O)c1cc(OCCOC)c(OC)cc1[N+](=O)[O-], CCO, [Na+], [OH-], O. Yields the product COCCOc1cc(C(=O)O)c([N+](=O)[O-])cc1OC. Reaction SMILES: [CH3:1][O:2][c:3]1[cH:4][c:5]([N+:21](=[O:22])[O-:23])[c:6]([C:7](=[O:8])[O:9][CH2:10][CH2:11][O:12][CH3:13])[cH:14][c:15]1[O:16][CH2:17][CH2:18][O:19][CH3:20].[CH3:26][CH2:27][OH:28].[Na+:25].[OH-:24].[OH2:29]>>[CH3:1][O:2][c:3]1[cH:4][c:5]([N+:21](=[O:22])[O-:23])[c:6]([C:7](=[O:8])[OH:9])[cH:14][c:15]1[O:16][CH2:17][CH2:18][O:19][CH3:20].